From a dataset of the Open Reaction Database (ORD), a public repository of structured organic reaction records. describe an organic reaction: reactants, conditions, products, and yield Starting materials: C(CCC)C=1N(C2=C(C(=NC(=C2)C)C)N1)C1=CC=C(C=C1)CCN(C([O-])=O)S(=O)(=O)C1=CC=C(C=C1)C (2-[4-(2-butyl-4,6-dimethyl-1H-imidazo[4,5-c]pyridin-1-yl)phenyl]ethyl(4-methylphenyl)sulfonylcarbamate), CC=1C=CC(=CC1)S(=O)(=O)O (TsOH). Solvent: CO (methanol). Conditions: time 5 minute. Product: C(CCC)C=1N(C2=C(C(=NC(=C2)C)C)N1)C1=CC=C(C=C1)CCN(C([O-])=O)S(=O)(=O)C1=CC=C(C=C1)C.CC=1C=CC(=CC1)S(=O)(=O)O (2-[4-(2-BUTYL-4,6-DIMETHYL-1H-IMIDAZO[4,5-c]PYRIDIN-1-YL)PHENYL]ETHYL(4-METHYLPHENYL)SULFONYLCARBAMATE P-TOLUENESULFONATE). As a reaction SMILES: [CH2:1]([C:5]1[N:6]([C:16]2[CH:21]=[CH:20][C:19]([CH2:22][CH2:23][N:24]([S:28]([C:31]3[CH:36]=[CH:35][C:34]([CH3:37])=[CH:33][CH:32]=3)(=[O:30])=[O:29])[C:25](=[O:27])[O-:26])=[CH:18][CH:17]=2)[C:7]2[CH:12]=[C:11]([CH3:13])[N:10]=[C:9]([CH3:14])[C:8]=2[N:15]=1)[CH2:2][CH2:3][CH3:4].[CH3:38][C:39]1[CH:40]=[CH:41][C:42]([S:45]([OH:48])(=[O:47])=[O:46])=[CH:43][CH:44]=1>CO>[CH2:1]([C:5]1[N:6]([C:16]2[CH:17]=[CH:18][C:19]([CH2:22][CH2:23][N:24]([S:28]([C:31]3[CH:32]=[CH:33][C:34]([CH3:37])=[CH:35][CH:36]=3)(=[O:29])=[O:30])[C:25](=[O:26])[O-:27])=[CH:20][CH:21]=2)[C:7]2[CH:12]=[C:11]([CH3:13])[N:10]=[C:9]([CH3:14])[C:8]=2[N:15]=1)[CH2:2][CH2:3][CH3:4].[CH3:38][C:39]1[CH:44]=[CH:43][C:42]([S:45]([OH:48])(=[O:47])=[O:46])=[CH:41][CH:40]=1 |f:3.4|. Procedure: To a solution of 2-[4-(2-butyl-4,6-dimethyl-1H-imidazo[4,5-c]pyridin-1-yl)phenyl]ethyl(4-methylphenyl)sulfonylcarbamate (Example 230) in methanol was added TsOH (1.0 eq.). The resulting mixture was stirred at room temperature for 5 min and concentrated. The residual solids were collected and dried under reduced pressure at 50° C. to afford the title compound as white solids: Reactants: C(N)(=O)C=1C=C(C=CC1)NC(C(=O)O)C1=CC(=C(C=C1)OC)OC (2-(3-Carbamoylphenylamino)-2-(3,4-dimethoxyphenyl)acetic acid), O.C(C=O)(=O)O (glyoxylic acid monohydrate), ClC1=C(C=C(C=C1)B(O)O)OC (4-Chloro-3-methoxyphenylboronic acid), NC=1C=C(C(=O)N)C=CC1F (3-Amino-4-fluorobenzamide). Product: C(N)(=O)C=1C=CC(=C(C1)NC(C(=O)O)C1=CC(=C(C=C1)Cl)OC)F (2-(5-Carbamoyl-2-fluorophenylamino)-2-(4-chloro-3-methoxyphenyl)acetic acid). Isolated yield 37.0%. As a reaction SMILES: [C:1]([C:4]1[CH:5]=[C:6]([NH:10][CH:11](C2C=CC(OC)=C(OC)C=2)[C:12]([OH:14])=[O:13])[CH:7]=[CH:8][CH:9]=1)(=[O:3])[NH2:2].[Cl:25][C:26]1[CH:31]=[CH:30][C:29](B(O)O)=[CH:28][C:27]=1[O:35][CH3:36].NC1C=C(C=CC=1[F:47])C(N)=O.O.C(O)(=O)C=O>>[C:1]([C:4]1[CH:9]=[CH:8][C:7]([F:47])=[C:6]([NH:10][CH:11]([C:29]2[CH:30]=[CH:31][C:26]([Cl:25])=[C:27]([O:35][CH3:36])[CH:28]=2)[C:12]([OH:14])=[O:13])[CH:5]=1)(=[O:3])[NH2:2] |f:3.4|. Procedure details: 25B was prepared in a procedure similar to that of 1A using 25A, 19B and glyoxylic acid monohydrate. Yield: 37%. 1H NMR (400 MHz, Methanol-d4) δ ppm 3.88 (s, 3H) 5.21 (s, 1H) 7.03-7.12 (m, 3H) 7.13-7.19 (m, 1H) 7.25 (d, J=1.76 Hz, 1H) 7.33 (d, J=7.91 Hz, 1H), LCMS: 353 (M+1). Starting materials: O=C(c1ccc(Br)cc1)c1cccc(Cl)c1, Nc1nccc(-c2cnc3ccccn23)n1. Yields the product O=C(c1ccc(Nc2nccc(-c3cnc4ccccn34)n2)cc1)c1cccc(Cl)c1. As a reaction SMILES: [Br:17][c:18]1[cH:19][cH:20][c:21]([C:22](=[O:23])[c:24]2[cH:25][c:26]([Cl:30])[cH:27][cH:28][cH:29]2)[cH:31][cH:32]1.[NH2:1][c:2]1[n:3][cH:4][cH:5][c:6](-[c:8]2[cH:9][n:10][c:11]3[n:12]2[cH:13][cH:14][cH:15][cH:16]3)[n:7]1>>[NH:1]([c:2]1[n:3][cH:4][cH:5][c:6](-[c:8]2[cH:9][n:10][c:11]3[n:12]2[cH:13][cH:14][cH:15][cH:16]3)[n:7]1)[c:18]1[cH:19][cH:20][c:21]([C:22](=[O:23])[c:24]2[cH:25][c:26]([Cl:30])[cH:27][cH:28][cH:29]2)[cH:31][cH:32]1.